Dataset: the Open Reaction Database (ORD), a public repository of structured organic reaction records. Task: describe an organic reaction: reactants, conditions, products, and yield The reactants are C1(CCCC2=CC=CC=C12)ON (O-[1,2,3,4-tetrahydronaphth-1-yl)hydroxylamine), C(C1=CC=CC=C1)(=O)O[C@H]1[C@@H](O[C@@H]([C@H]1OC(C1=CC=CC=C1)=O)COC(C1=CC=CC=C1)=O)N1C2=NC(=NC(=C2N=C1)Cl)Cl (9-(2,3,5-tri-O-benzoyl-β-D-ribofuranosyl)-2,6-dichloro-9H-purine), N (ammonia). The product is ClC=1N=C(C=2N=CN([C@H]3[C@H](O)[C@H](O)[C@@H](CO)O3)C2N1)NOC1CCCC2=CC=CC=C12 (2-chloro-N-(1,2,3,4-tetrahydronaphth-1-yloxy)adenosine). The yield is 15.0%. Reaction SMILES: [CH:1]1([O:11][NH2:12])[C:10]2[C:5](=[CH:6][CH:7]=[CH:8][CH:9]=2)[CH2:4][CH2:3][CH2:2]1.C([O:21][C@@H:22]1[C@H:26]([O:27]C(=O)C2C=CC=CC=2)[C@@H:25]([CH2:36][O:37]C(=O)C2C=CC=CC=2)[O:24][C@H:23]1[N:46]1[CH:54]=[N:53][C:52]2[C:47]1=[N:48][C:49]([Cl:56])=[N:50][C:51]=2Cl)(=O)C1C=CC=CC=1.N>>[Cl:56][C:49]1[N:50]=[C:51]([NH:12][O:11][CH:1]2[C:10]3[C:5](=[CH:6][CH:7]=[CH:8][CH:9]=3)[CH2:4][CH2:3][CH2:2]2)[C:52]2[N:53]=[CH:54][N:46]([C:47]=2[N:48]=1)[C@@H:23]1[O:24][C@H:25]([CH2:36][OH:37])[C@@H:26]([OH:27])[C@H:22]1[OH:21]. Reported procedure: The title compound was prepared according to method B as described in examples 4 and 5 by reacting O-[1,2,3,4-tetrahydronaphth-1-yl)hydroxylamine (prepared by the procedure described in example 6) (0.35 g, 2.0 mmol) with 9-(2,3,5-tri-O-benzoyl-β-D-ribofuranosyl)-2,6-dichloro-9H-purine (1.0 g, 1.58 mmol) and debenzoylating the purified product using methanolic ammonia to provide the title 2-chloro-N-(1,2,3,4-tetrahydronaphth-1-yloxy)adenosine (0.10 g, 15%) (after column chromatography) as a colou...